Dataset: the Open Reaction Database (ORD), a public repository of structured organic reaction records. Task: describe an organic reaction: reactants, conditions, products, and yield The reactants are COC(=O)[C@H]1N(C[C@@H](C1)S(=O)(=O)C1=C(C=CC=C1)C(F)(F)F)C(CC(C)=O)=S ((2S,4R)-1-(3-oxo-thiobutyryl)-4-(2-trifluoromethyl-benzenesulfonyl)-pyrrolidine-2-carboxylic acid methyl ester), COC(=O)[C@@H]1N(C[C@@H](C1)S(=O)(=O)C1=C(C=CC=C1)C(F)(F)F)C=1N(N=C(C1)C)C1=CC(=CC=C1)NC(C)=O ((2R,4R)-1-[2-(3-acetylamino-phenyl)-5-methyl-2H-pyrazol-3-yl]-4-(2-trifluoromethyl-benzenesulfonyl)-pyrrolidine-2-carboxylic acid methyl ester), COC(=O)[C@@H]1N(C[C@@H](C1)S(=O)(=O)C1=C(C=CC=C1)C(F)(F)F)C(CC(C)=O)=S ((2R,4R)-1-(3-oxo-thiobutyryl)-4-(2-trifluoromethyl-benzenesulfonyl)-pyrrolidine-2-carboxylic acid methyl ester), Cl.N(N)C=1C=C(C=CC1)NC(C)=O (N-(3-hydrazino-phenyl)-acetamide hydrochloride). Product: COC(=O)[C@H]1N(C[C@@H](C1)S(=O)(=O)C1=C(C=CC=C1)C(F)(F)F)C=1N(N=C(C1)C)C1=CC(=CC=C1)NC(C)=O ((2S,4R)-1-[2-(3-Acetylamino-phenyl)-5-methyl-2H-pyrazol-3-yl]-4-(2-trifluoromethyl-benzenesulfonyl)-pyrrolidine-2-carboxylic acid methyl ester). Reaction SMILES: COC([C@@H]1C[C@@H](S(C2C=CC=CC=2C(F)(F)F)(=O)=O)CN1C(=S)CC(=O)C)=O.COC([C@H]1C[C@@H](S(C2C=CC=CC=2C(F)(F)F)(=O)=O)CN1C(=S)CC(=O)C)=O.Cl.N(C1C=C(NC(=O)C)C=CC=1)N.[CH3:70][O:71][C:72]([C@H:74]1[CH2:78][C@@H:77]([S:79]([C:82]2[CH:87]=[CH:86][CH:85]=[CH:84][C:83]=2[C:88]([F:91])([F:90])[F:89])(=[O:81])=[O:80])[CH2:76][N:75]1[C:92]1[N:93]([C:98]2[CH:103]=[CH:102][CH:101]=[C:100]([NH:104][C:105](=[O:107])[CH3:106])[CH:99]=2)[N:94]=[C:95]([CH3:97])[CH:96]=1)=[O:73]>>[CH3:70][O:71][C:72]([C@@H:74]1[CH2:78][C@@H:77]([S:79]([C:82]2[CH:87]=[CH:86][CH:85]=[CH:84][C:83]=2[C:88]([F:89])([F:91])[F:90])(=[O:81])=[O:80])[CH2:76][N:75]1[C:92]1[N:93]([C:98]2[CH:103]=[CH:102][CH:101]=[C:100]([NH:104][C:105](=[O:107])[CH3:106])[CH:99]=2)[N:94]=[C:95]([CH3:97])[CH:96]=1)=[O:73] |f:2.3|. Procedure details: In analogy to the procedure described in example 308d, a mixture of (2S,4R)-1-(3-oxo-thiobutyryl)-4-(2-trifluoromethyl-benzenesulfonyl)-pyrrolidine-2-carboxylic acid methyl ester (example 192 g) and of (2R,4R)-1-(3-oxo-thiobutyryl)-4-(2-trifluoromethyl-benzenesulfonyl)-pyrrolidine-2-carboxylic acid methyl ester was reacted with N-(3-hydrazino-phenyl)-acetamide hydrochloride (CAS Reg. No. 1187369-44-3) to give a mixture of the title compound and (2R,4R)-1-[2-(3-acetylamino-phenyl)-5-methyl-2H-pyr... The reactants are Cl (hydrochloric acid), C(C1=CC=CC=C1)OC[C@H]1C[C@H]([C@@](CO1)(C1=C(C=C(C=C1)F)F)NC(=S)NC(OCC1C2=CC=CC=C2C=2C=CC=CC12)=O)CO (9H-fluoren-9-ylmethyl {[(3S,4R,6R)-6-[(benzyloxy)methyl]-3-(2,4-difluorophenyl)-4-(hydroxymethyl)tetrahydro-2H-pyran-3-yl]carbamothioyl}carbamate). Solvent: CO (methanol). Reaction conditions: temperature 70 celsius. Product: NC=1SC[C@H]2[C@@](N1)(CO[C@H](C2)CO)C2=C(C=C(C=C2)F)F ([(4aR,6R,8aS)-2-amino-8a-(2,4-difluorophenyl)-4,4a,5,6,8,8a-hexahydropyrano[3,4-d][1,3]thiazin-6-yl]methanol). Reaction SMILES: Cl.C([O:9][CH2:10][C@@H:11]1[O:16][CH2:15][C@@:14]([NH:25][C:26]([NH:28]C(=O)OCC2C3C=CC=CC=3C3C2=CC=CC=3)=[S:27])([C:17]2[CH:22]=[CH:21][C:20]([F:23])=[CH:19][C:18]=2[F:24])[C@H:13]([CH2:46]O)[CH2:12]1)C1C=CC=CC=1>CO>[NH2:28][C:26]1[S:27][CH2:46][C@@H:13]2[CH2:12][C@H:11]([CH2:10][OH:9])[O:16][CH2:15][C@:14]2([C:17]2[CH:22]=[CH:21][C:20]([F:23])=[CH:19][C:18]=2[F:24])[N:25]=1. Procedure details: Concentrated hydrochloric acid (12 M, 17.6 mL) was added to a methanol solution of 9H-fluoren-9-ylmethyl {[(3S,4R,6R)-6-[(benzyloxy)methyl]-3-(2,4-difluorophenyl)-4-(hydroxymethyl)tetrahydro-2H-pyran-3-yl]carbamothioyl}carbamate (C23) (995 mg, 1.54 mmol), and the reaction mixture was heated to 70° C. for 2 hours. At this point, LCMS analysis indicated that the starting material had been consumed. The methanol was allowed to distill off, and the aqueous residue was heated to 120° C. for 3 hours. ...